This data is from the Open Reaction Database (ORD), a public repository of structured organic reaction records. The task is: describe an organic reaction: reactants, conditions, products, and yield Starting materials: CC(=O)O[BH-](OC(C)=O)OC(C)=O, C=O, CCCCc1nnc(OCCC2CCCCN2)cc1-c1ccc(OC2CCCCC2)cc1, ClCCl, Cl, Cl. Yields the product CCCCc1nnc(OCCC2CCCCN2C)cc1-c1ccc(OC2CCCCC2)cc1. RXN SMILES: [C:37]([O:38][BH-:39]([O:40][C:41](=[O:42])[CH3:43])[O:44][C:45](=[O:46])[CH3:47])(=[O:48])[CH3:49].[CH2:35]=[O:36].[CH2:3]([CH2:4][CH2:5][CH3:6])[c:7]1[n:8][n:9][c:10]([O:26][CH2:27][CH2:28][CH:29]2[NH:30][CH2:31][CH2:32][CH2:33][CH2:34]2)[cH:11][c:12]1-[c:13]1[cH:14][cH:15][c:16]([O:19][CH:20]2[CH2:21][CH2:22][CH2:23][CH2:24][CH2:25]2)[cH:17][cH:18]1.[Cl:50][CH2:51][Cl:52].[ClH:1].[ClH:2]>>[CH2:3]([CH2:4][CH2:5][CH3:6])[c:7]1[n:8][n:9][c:10]([O:26][CH2:27][CH2:28][CH:29]2[N:30]([CH3:37])[CH2:31][CH2:32][CH2:33][CH2:34]2)[cH:11][c:12]1-[c:13]1[cH:14][cH:15][c:16]([O:19][CH:20]2[CH2:21][CH2:22][CH2:23][CH2:24][CH2:25]2)[cH:17][cH:18]1. Starting materials: Cc1ccc(S(=O)(=O)OCc2noc(C(CCCC3CCCCC3)CC(=O)OC(C)(C)C)n2)cc1, NC1CCCC1. Yields the product CC(C)(C)OC(=O)CC(CCCC1CCCCC1)c1nc(CNC2CCCC2)no1. RXN SMILES: [CH:1]1([CH2:7][CH2:8][CH2:9][CH:10]([CH2:11][C:12](=[O:13])[O:14][C:15]([CH3:16])([CH3:17])[CH3:18])[c:19]2[n:20][c:21]([CH2:24][O:25][S:26]([c:27]3[cH:28][cH:29][c:30]([CH3:31])[cH:32][cH:33]3)(=[O:34])=[O:35])[n:22][o:23]2)[CH2:2][CH2:3][CH2:4][CH2:5][CH2:6]1.[CH:36]1([NH2:41])[CH2:37][CH2:38][CH2:39][CH2:40]1>>[CH:1]1([CH2:7][CH2:8][CH2:9][CH:10]([CH2:11][C:12](=[O:13])[O:14][C:15]([CH3:16])([CH3:17])[CH3:18])[c:19]2[n:20][c:21]([CH2:24][NH:41][CH:36]3[CH2:37][CH2:38][CH2:39][CH2:40]3)[n:22][o:23]2)[CH2:2][CH2:3][CH2:4][CH2:5][CH2:6]1. Reactants: C(C1=CC=CC=C1)OC1=CC=C(C=C1)C=1C=C(NN1)C(=O)OCC (Ethyl 5-(4-benzyloxyphenyl)-2H-pyrazole-3-carboxylate), [H-].[Na+] (sodium hydride), C(C1=CC=CC=C1)Br (benzyl bromide). The solvent is O1CCCC1 (tetrahydrofuran). Conditions: time 30 minute. Yields the product C(C1=CC=CC=C1)N1N=C(C=C1C(=O)OCC)C1=CC=C(C=C1)OCC1=CC=CC=C1 (ethyl 2-benzyl-5-(4-benzyloxyphenyl)-2H-pyrazole-3-carboxylate), C(C1=CC=CC=C1)N1NC(C=C1C1=CC=C(C=C1)OCC1=CC=CC=C1)C(=O)OCC (ethyl 1-benzyl-5-(4-benzyloxyphenyl)-2H-pyrazole-3-carboxylate). As a reaction SMILES: [CH2:1]([O:8][C:9]1[CH:14]=[CH:13][C:12]([C:15]2[CH:16]=[C:17]([C:20]([O:22][CH2:23][CH3:24])=[O:21])[NH:18][N:19]=2)=[CH:11][CH:10]=1)[C:2]1[CH:7]=[CH:6][CH:5]=[CH:4][CH:3]=1.[H-].[Na+].[CH2:27](Br)[C:28]1[CH:33]=[CH:32][CH:31]=[CH:30][CH:29]=1>O1CCCC1>[CH2:27]([N:18]1[C:17]([C:20]([O:22][CH2:23][CH3:24])=[O:21])=[CH:16][C:15]([C:12]2[CH:11]=[CH:10][C:9]([O:8][CH2:1][C:2]3[CH:7]=[CH:6][CH:5]=[CH:4][CH:3]=3)=[CH:14][CH:13]=2)=[N:19]1)[C:28]1[CH:33]=[CH:32][CH:31]=[CH:30][CH:29]=1.[CH2:27]([N:19]1[C:15]([C:12]2[CH:11]=[CH:10][C:9]([O:8][CH2:1][C:2]3[CH:7]=[CH:6][CH:5]=[CH:4][CH:3]=3)=[CH:14][CH:13]=2)=[CH:16][CH:17]([C:20]([O:22][CH2:23][CH3:24])=[O:21])[NH:18]1)[C:28]1[CH:33]=[CH:32][CH:31]=[CH:30][CH:29]=1 |f:1.2|. Reported procedure: Ethyl 5-(4-benzyloxyphenyl)-2H-pyrazole-3-carboxylate (6 g) is added portionwise to a stirred suspension of sodium hydride (0.75 g) in tetrahydrofuran (250 mL) at room temperature. Stirring is continued at this temperature for a further 30 minutes when benzyl bromide (3.57 g) is added in one portion. The reaction mixture is heated to reflux for 5 hours, then evaporated in vacuo. The residue is treated with water (250 mL), the resulting yellow solid washed well with water, then dissolved in tetra... Starting materials: ClC=1C(N(S(C1C1=CC=CC=C1)(=O)=O)C(C)C)=O (4-chloro-2-isopropyl-5-phenylisothiazol-3(2H)-one 1,1-dioxide), Cl.Cl.CC1=NNC(=C1CCN)C ([2-(3,5-dimethyl-1H-pyrazol-4-yl)ethyl]amine dihydrochloride), H+. Yields the product CC1=NNC(=C1CCNC=1C(N(S(C1C1=CC=CC=C1)(=O)=O)C(C)C)=O)C (4-{[2-(3,5-Dimethyl-1H-pyrazol-4-yl)ethyl]amino}-2-isopropyl-5-phenylisothiazol-3(2H)-one 1,1-dioxide). As a reaction SMILES: Cl[C:2]1[C:3](=[O:18])[N:4]([CH:15]([CH3:17])[CH3:16])[S:5](=[O:14])(=[O:13])[C:6]=1[C:7]1[CH:12]=[CH:11][CH:10]=[CH:9][CH:8]=1.Cl.Cl.[CH3:21][C:22]1[C:26]([CH2:27][CH2:28][NH2:29])=[C:25]([CH3:30])[NH:24][N:23]=1>>[CH3:21][C:22]1[C:26]([CH2:27][CH2:28][NH:29][C:2]2[C:3](=[O:18])[N:4]([CH:15]([CH3:17])[CH3:16])[S:5](=[O:14])(=[O:13])[C:6]=2[C:7]2[CH:12]=[CH:11][CH:10]=[CH:9][CH:8]=2)=[C:25]([CH3:30])[NH:24][N:23]=1 |f:1.2.3|. Reported procedure: The title compound was prepared from 4-chloro-2-isopropyl-5-phenylisothiazol-3(2H)-one 1,1-dioxide and [2-(3,5-dimethyl-1H-pyrazol-4-yl)ethyl]amine dihydrochloride in a similar manner as described for Example 24 with TEA as base. 1H NMR (500 MHz, CDCl3): δ 7.53-7.48 (m, 2H), 7.47-7.43 (m, 3H), 5.34 (t, 1H), 4.41 (sept, 1H), 3.01 (q, 2H), 2.41 (t, 2H), 2.05 (s, 6H), 1.58 (d, 6H); 13C NMR (125 MHz CDCl3): δ 158.8, 135.3, 131.5, 129.9, 129.0, 125.3, 111.2, 107.2, 47.8, 43.9, 23.7, 20.4, 10.9; Mass ... Reactants: C1(=CC=CC=C1)/C(=C(\CC)/C1=CC=CC=C1)/C1=CC=C(C=C1)C=CC(=O)O (3-[4-(Z)-(1,2-diphenylbut-1-enyl)phenyl]-acrylic acid), FC(C1=CC=C(C=C1)S(=O)(=O)N)(F)F (4-(trifluoromethyl)-benzenesulfonamide). The product is C1(=CC=CC=C1)C(=C(CC)C1=CC=CC=C1)C1=CC=C(C=C1)C=CC(=O)NS(=O)(=O)C1=CC=C(C=C1)C(F)(F)F (N-{3-[4-(1,2-diphenyl-but-1-enyl)-phenyl]-acryloyl}-4-trifluoromethyl-benzenesulfonamide). As a reaction SMILES: [C:1]1(/[C:7](/[C:17]2[CH:22]=[CH:21][C:20]([CH:23]=[CH:24][C:25](O)=[O:26])=[CH:19][CH:18]=2)=[C:8](/[C:11]2[CH:16]=[CH:15][CH:14]=[CH:13][CH:12]=2)\[CH2:9][CH3:10])[CH:6]=[CH:5][CH:4]=[CH:3][CH:2]=1.[F:28][C:29]([F:41])([F:40])[C:30]1[CH:35]=[CH:34][C:33]([S:36]([NH2:39])(=[O:38])=[O:37])=[CH:32][CH:31]=1>>[C:1]1([C:7]([C:17]2[CH:22]=[CH:21][C:20]([CH:23]=[CH:24][C:25]([NH:39][S:36]([C:33]3[CH:32]=[CH:31][C:30]([C:29]([F:28])([F:40])[F:41])=[CH:35][CH:34]=3)(=[O:37])=[O:38])=[O:26])=[CH:19][CH:18]=2)=[C:8]([C:11]2[CH:16]=[CH:15][CH:14]=[CH:13][CH:12]=2)[CH2:9][CH3:10])[CH:2]=[CH:3][CH:4]=[CH:5][CH:6]=1. Reported procedure: Prepared by coupling 1a and 4-(trifluoromethyl)-benzenesulfonamide (Synlett, 1997, 375) in accordance with Procedure 1, Method B described hereinabove. Yield (18%); 1H NMR (d6-DMSO) δ 12.46 (br s, 1H), 8.11 (d, J=8.5 Hz, 2H), 7.99 (d, J=8.5 Hz, 2H), 7.40–7.07 (m, 13H), 6.84 (d, J=8.1 Hz, 2H), 6.40 (d, J=15.7 Hz, 1H), 2.35 (q, J=7.3 Hz, 2H), 0.81 (t, J=7.3 Hz, 3H); APcI m/z: 562 (M+H+). Starting materials: CC1=C2CC[C@H](CC2=C(C=C1)N1CCN(CC1)C)NC(C1=CC=C(C=C1)N1CCOCC1)=O ((R)-N-[5-Methyl-8-(4-methylpiperazin-1-yl)-1,2,3,4-tetrahydro-2-naphthyl]-4-morpholinobenzamide), O=C([C@H](O)[C@@H](O)[C@H](O)[C@H](O)CO)O (D-gluconic acid). Run in C(C)O (ethanol). Conditions: time 65 hour. Product: O=C([C@H](O)[C@@H](O)[C@H](O)[C@H](O)CO)O.C(C)C1=C2CC[C@H](CC2=C(C=C1)N1CCN(CC1)C)NC(C1=CC=C(C=C1)N1CCOCC1)=O ((R)-N-[5--ethyl-8-(4-methylpiperazin-1-yl)-1,2,3,4-tetrahydro-2-naphthyl]-4-morpholinobenzamide Gluconate). Yield: 120.2%. RXN SMILES: [CH3:1][C:2]1[CH:11]=[CH:10][C:9]([N:12]2[CH2:17][CH2:16][N:15]([CH3:18])[CH2:14][CH2:13]2)=[C:8]2[C:3]=1[CH2:4][CH2:5][C@@H:6]([NH:19][C:20](=[O:33])[C:21]1[CH:26]=[CH:25][C:24]([N:27]3[CH2:32][CH2:31][O:30][CH2:29][CH2:28]3)=[CH:23][CH:22]=1)[CH2:7]2.[O:34]=[C:35]([OH:46])[C@@H:36]([C@H:38]([C@@H:40]([C@@H:42]([CH2:44][OH:45])[OH:43])[OH:41])[OH:39])[OH:37]>C(O)C>[O:34]=[C:35]([OH:46])[C@@H:36]([C@H:38]([C@@H:40]([C@@H:42]([CH2:44][OH:45])[OH:43])[OH:41])[OH:39])[OH:37].[CH2:1]([C:2]1[CH:11]=[CH:10][C:9]([N:12]2[CH2:17][CH2:16][N:15]([CH3:18])[CH2:14][CH2:13]2)=[C:8]2[C:3]=1[CH2:4][CH2:5][C@@H:6]([NH:19][C:20](=[O:33])[C:21]1[CH:26]=[CH:25][C:24]([N:27]3[CH2:32][CH2:31][O:30][CH2:29][CH2:28]3)=[CH:23][CH:22]=1)[CH2:7]2)[CH3:35] |f:3.4|. Reported procedure: (R)-N-[5-Methyl-8-(4-methylpiperazin-1-yl)-1,2,3,4-tetrahydro-2-naphthyl]-4-morpholinobenzamide (100 mg, 0.22 mmmol) was dissolved in ethanol (3 mL) and a 50% aqueous D-gluconic acid solution (80 μL, 0.24 mmol) was added dropwise. The solvent was removed in vacuo to give a white viscous oil. The crude oil was recrystallized from a 5% H2O in acetone solution (3 mL) and a 10% H2O in acetone solution (3 mL), decanted, then allowed to stand at room temperature for 65 h. The solid was filtered and wa... Starting materials: COc1ccc(C(CO)NC(=O)OCc2ccccc2)cc1, CO. Product: COc1ccc(C(N)CO)cc1. Reaction SMILES: [CH2:1]([O:2][C:3](=[O:4])[NH:10][CH:11]([CH2:12][OH:13])[c:14]1[cH:15][cH:16][c:17]([O:20][CH3:21])[cH:18][cH:19]1)[c:5]1[cH:6][cH:7][cH:8][cH:9][cH:22]1.[CH3:23][OH:24]>>[NH2:10][CH:11]([CH2:12][OH:13])[c:14]1[cH:15][cH:16][c:17]([O:20][CH3:21])[cH:18][cH:19]1. Reactants: C(#N)C1=CC=C(C=2OCCOC21)O (5-cyano-8-hydroxy-1,4-benzodioxane), C(Br)C1CO1 (epibromohydrin), C([O-])([O-])=O.[K+].[K+] (potassium carbonate). Solvent: C(C)#N (acetonitrile). Yields the product C(#N)C1=C2C(=C(OCC3CO3)C=C1)OCCO2 (1-(4-cyano-2,3-ethylenedioxy-phenoxy)-2,3-epoxypropane). Reaction SMILES: [C:1]([C:3]1[C:12]2[O:11][CH2:10][CH2:9][O:8][C:7]=2[C:6]([OH:13])=[CH:5][CH:4]=1)#[N:2].[CH2:14]([CH:16]1[O:18][CH2:17]1)Br.C(=O)([O-])[O-].[K+].[K+]>C(#N)C>[C:1]([C:3]1[CH:4]=[CH:5][C:6]([O:13][CH2:14][CH:16]2[O:18][CH2:17]2)=[C:7]2[O:8][CH2:9][CH2:10][O:11][C:12]=12)#[N:2] |f:2.3.4|. Procedure: A mixture of 31 g of 5-cyano-8-hydroxy-1,4-benzodioxane (VII) (Code number 770583), 38.35 g of epibromohydrin and 133 g of potassium carbonate in 300 ml of acetonitrile was brought to reflux for 12 hours. The mixture was filtered, the product then crystallized in the filtrate, it was filtered out and recrystallized in acetonitrile.